This data is from the Open Reaction Database (ORD), a public repository of structured organic reaction records. The task is: describe an organic reaction: reactants, conditions, products, and yield Reactants: ClC=1C=CC(=C(CN2N=C(C=C2C)C(=O)F)C1)OCC1=CC=C(C=C1)OC (1-[5-chloro-2-(4-methoxy-benzyloxy)-benzyl]-5-methyl-1H-pyrazole-3-carbonyl fluoride), C(=O)([O-])[O-].[K+].[K+] (K2CO3), C1(=CC=CC=C1)S(=O)(=O)N (benzenesulfonamide). Run in CCOC(=O)C (EtOAc), C(Cl)Cl (DCM). Reaction conditions: time 16 hour. Yields the product ClC=1C=CC(=C(CN2N=C(C=C2C)C(=O)NS(=O)(=O)C2=CC=CC=C2)C1)OCC1=CC=C(C=C1)OC (N-{1-[5-chloro-2-(4-methoxy-benzyloxy)-benzyl]-5-methyl-1H-pyrazole-3-carbonyl}-benzenesulfonamide). RXN SMILES: [Cl:1][C:2]1[CH:3]=[CH:4][C:5]([O:18][CH2:19][C:20]2[CH:25]=[CH:24][C:23]([O:26][CH3:27])=[CH:22][CH:21]=2)=[C:6]([CH:17]=1)[CH2:7][N:8]1[C:12]([CH3:13])=[CH:11][C:10]([C:14](F)=[O:15])=[N:9]1.C([O-])([O-])=O.[K+].[K+].[C:34]1([S:40]([NH2:43])(=[O:42])=[O:41])[CH:39]=[CH:38][CH:37]=[CH:36][CH:35]=1>C(Cl)Cl.CCOC(C)=O>[Cl:1][C:2]1[CH:3]=[CH:4][C:5]([O:18][CH2:19][C:20]2[CH:25]=[CH:24][C:23]([O:26][CH3:27])=[CH:22][CH:21]=2)=[C:6]([CH:17]=1)[CH2:7][N:8]1[C:12]([CH3:13])=[CH:11][C:10]([C:14]([NH:43][S:40]([C:34]2[CH:39]=[CH:38][CH:37]=[CH:36][CH:35]=2)(=[O:42])=[O:41])=[O:15])=[N:9]1 |f:1.2.3|. Procedure: To a solution of 1-[5-chloro-2-(4-methoxy-benzyloxy)-benzyl]-5-methyl-1H-pyrazole-3-carbonyl fluoride, 15, 0.06 g (0.18 mmol) and K2CO3 0.100 g (0.72 mmol) in dry DCM (2 mL), benzenesulfonamide 0.055 g (0.35 mmol) was added. The mixture was stirred under a nitrogen atmosphere for 16 hours before diluting with EtOAc. The organic phase was washed with 2M HCl, followed by brine, dried over MgSO4 and evaporated to dryness. The crude acyl sulphonamide was purified on silica to yield N-{1-[5-chloro-2-... Reactants: N(=NC(=O)OC(C)C)C(=O)OC(C)C (diisopropyl azodicarboxylate), FC1=C(C=C(C=C1)F)O (2,5-difluorophenol), C(=O)(OC(C)(C)C)NCCCO (3-(Boc-amino)-1-propanol), C1(=CC=CC=C1)P(C1=CC=CC=C1)C1=CC=CC=C1 (triphenylphosphine). The solvent is O1CCCC1 (tetrahydrofuran). Conditions: time 2 hour. Yields the product FC1=C(OCCCNC(OC(C)(C)C)=O)C=C(C=C1)F (tert-Butyl [3-(2,5-difluorophenoxy)propyl]carbamate), SiO2. RXN SMILES: [F:1][C:2]1[CH:7]=[CH:6][C:5]([F:8])=[CH:4][C:3]=1[OH:9].[C:10]([NH:17][CH2:18][CH2:19][CH2:20]O)([O:12][C:13]([CH3:16])([CH3:15])[CH3:14])=[O:11].C1(P(C2C=CC=CC=2)C2C=CC=CC=2)C=CC=CC=1.N(C(OC(C)C)=O)=NC(OC(C)C)=O>O1CCCC1>[F:1][C:2]1[CH:7]=[CH:6][C:5]([F:8])=[CH:4][C:3]=1[O:9][CH2:20][CH2:19][CH2:18][NH:17][C:10](=[O:11])[O:12][C:13]([CH3:16])([CH3:15])[CH3:14]. Procedure details: The solution of 2.50 g of 2,5-difluorophenol, 3-(Boc-amino)-1-propanol, 7.26 g of triphenylphosphine and tetrahydrofuran (30 ml) is cooled to 0° C. and admixed dropwise with 5.65 ml of diisopropyl azodicarboxylate. The reaction mixture is stirred at room temperature for a further 2 hours and subsequently concentrated by evaporation. The title compound is obtained as a yellowish solid from the residue by means of flash chromatography (SiO2 60F). Rf=0.34 (1:2 EtOAc-heptane); Rt=4.69. The reactants are COc1ccc(Cl)cc1C(=NC#N)N=c1sc(C(C)(C)C)cn1CC(C)(C)OC(C)=O, CO, [K+], [K+], O=C([O-])[O-], O. Product: COc1ccc(Cl)cc1C(=NC#N)N=c1sc(C(C)(C)C)cn1CC(C)(C)O. RXN SMILES: [C:1](=[O:2])([CH3:3])[O:4][C:5]([CH2:6][n:7]1[c:8](=[N:16][C:17](=[N:18][C:19]#[N:20])[c:21]2[c:22]([O:28][CH3:29])[cH:23][cH:24][c:25]([Cl:27])[cH:26]2)[s:9][c:10]([C:12]([CH3:13])([CH3:14])[CH3:15])[cH:11]1)([CH3:30])[CH3:31].[CH3:38][OH:39].[K+:32].[K+:33].[O-:34][C:35]([O-:36])=[O:37].[OH2:40]>>[OH:4][C:5]([CH2:6][n:7]1[c:8](=[N:16][C:17](=[N:18][C:19]#[N:20])[c:21]2[c:22]([O:28][CH3:29])[cH:23][cH:24][c:25]([Cl:27])[cH:26]2)[s:9][c:10]([C:12]([CH3:13])([CH3:14])[CH3:15])[cH:11]1)([CH3:30])[CH3:31]. Reactants: COC(=O)C=1N=C(C=2C(N(C=CC2C1O)CC1=CC=CC=C1)=O)C=1C=NC=C(C1)F (7-benzyl-1-(5-fluoro-pyridin-3-yl)-4-hydroxy-8-oxo-7,8-dihydro-[2,7]naphthyridine-3-carboxylic acid methyl ester), NCCC(=O)O (β-alanine), C[O-].[Na+] (NaOMe). Yields the product C(C1=CC=CC=C1)N1C=CC=2C(=C(N=C(C2C1=O)C=1C=NC=C(C1)F)C(=O)NCCC(=O)O)O (3-{[7-Benzyl-1-(5-fluoro-pyridin-3-yl)-4-hydroxy-8-oxo-7,8-dihydro-[2,7]naphthyridine-3-carbonyl]amino}-propionic acid). The yield is 46.3%. Reaction SMILES: CO[C:3]([C:5]1[N:6]=[C:7]([C:24]2[CH:25]=[N:26][CH:27]=[C:28]([F:30])[CH:29]=2)[C:8]2[C:9](=[O:23])[N:10]([CH2:16][C:17]3[CH:22]=[CH:21][CH:20]=[CH:19][CH:18]=3)[CH:11]=[CH:12][C:13]=2[C:14]=1[OH:15])=[O:4].[NH2:31][CH2:32][CH2:33][C:34]([OH:36])=[O:35].C[O-].[Na+]>>[CH2:16]([N:10]1[C:9](=[O:23])[C:8]2[C:7]([C:24]3[CH:25]=[N:26][CH:27]=[C:28]([F:30])[CH:29]=3)=[N:6][C:5]([C:3]([NH:31][CH2:32][CH2:33][C:34]([OH:36])=[O:35])=[O:4])=[C:14]([OH:15])[C:13]=2[CH:12]=[CH:11]1)[C:17]1[CH:18]=[CH:19][CH:20]=[CH:21][CH:22]=1 |f:2.3|. Procedure: A mixture of 7-benzyl-1-(5-fluoro-pyridin-3-yl)-4-hydroxy-8-oxo-7,8-dihydro-[2,7]naphthyridine-3-carboxylic acid methyl ester (17 mg, 0.042 mmol), β-alanine (374 mg, 4.19 mmol) and NaOMe solution (6.3 mL, 3.15 mmol, 0.5 M in MeOH) was refluxed for 16 h. After the mixture was cooled to r.t., solvent was evaporated in vacuo. The residue was partitioned between water and EtOAc. 1 M HCl was added with vigorous stirring until pH was about 3. The organic layer was dried over MgSO4 and concentrated. Th...